describe an organic reaction: reactants, conditions, products, and yield From a dataset of the Open Reaction Database (ORD), a public repository of structured organic reaction records. Reactants: NC=1C=CC2=C(SCCN2CCN(C(OC2=CC=CC=C2)=O)C)C1 (phenyl 2-(7-amino-2H-benzo[b][1,4]thiazin-4(3H)-yl)ethyl(methyl)carbamate), I.S1C(=CC=C1)C(=N)SC (methyl thiophene-2-carbimidothioate hydroiodide). Solvent: O (water), C([O-])([O-])=O.[Na+].[Na+] (sodium carbonate), C(C)O (ethanol). Run at time 8 hour. Yields the product CN(C(OC1=CC=CC=C1)=O)CCN1C2=C(SCC1)C=C(C=C2)NC(=N)C=2SC=CC2 (Phenyl methyl(2-(7-(thiophene-2-carboximidamido)-2H-benzo[b][1,4]thiazin-4(3H)-yl)ethyl)carbamate). Isolated yield 68.3%. Reaction SMILES: [NH2:1][C:2]1[CH:3]=[CH:4][C:5]2[N:10]([CH2:11][CH2:12][N:13]([CH3:23])[C:14](=[O:22])[O:15][C:16]3[CH:21]=[CH:20][CH:19]=[CH:18][CH:17]=3)[CH2:9][CH2:8][S:7][C:6]=2[CH:24]=1.I.[S:26]1[CH:30]=[CH:29][CH:28]=[C:27]1[C:31](SC)=[NH:32]>C(O)C.O.C(=O)([O-])[O-].[Na+].[Na+]>[CH3:23][N:13]([CH2:12][CH2:11][N:10]1[CH2:9][CH2:8][S:7][C:6]2[CH:24]=[C:2]([NH:1][C:31]([C:27]3[S:26][CH:30]=[CH:29][CH:28]=3)=[NH:32])[CH:3]=[CH:4][C:5]1=2)[C:14](=[O:22])[O:15][C:16]1[CH:17]=[CH:18][CH:19]=[CH:20][CH:21]=1 |f:1.2,5.6.7|. Reported procedure: To a stirred solution of phenyl 2-(7-amino-2H-benzo[b][1,4]thiazin-4(3H)-yl)ethyl(methyl)carbamate (80 mg, 0.233 mmol) in ethanol (5 mL) under argon was added methyl thiophene-2-carbimidothioate hydroiodide (133 mg, 0.466 mmol). The mixture was then stirred overnight at room temperature. The mixture was then diluted with water and sodium carbonate and then extracted with dichloromethane (2×). The combined organics were dried, filtered, concentrated, and then chromatographed in ethyl acetate, yie... The yield is 100.0%. RXN SMILES: [C:1]([O:5][C:6](=[O:17])[C:7]1[CH:12]=[CH:11][C:10](F)=[C:9]([CH:14]=O)[C:8]=1[Br:16])([CH3:4])([CH3:3])[CH3:2].O.[NH2:19][NH2:20]>COCCOC>[C:1]([O:5][C:6]([C:7]1[C:8]([Br:16])=[C:9]2[C:10](=[CH:11][CH:12]=1)[NH:20][N:19]=[CH:14]2)=[O:17])([CH3:4])([CH3:3])[CH3:2] |f:1.2|. Yields the product C(C)(C)(C)OC(=O)C=1C(=C2C=NNC2=CC1)Br (4-Bromo-1H-indazole-5-carboxylic acid tert-butyl ester). Solvent: COCCOC (DME). Procedure details: A bi-phasic solution of 2-bromo-4-fluoro-3-formyl-benzoic acid tert-butyl ester (4.25 g, 14 mmol), DME (25 mL) and hydrazine hydrate (15 mL) was heated at 90° C. for 1 hour. After cooling, the products were partitioned between ethyl acetate and water, the aqueous layer extracted with ethyl acetate and the combined organic extracts dried (Na2SO4), filtered and concentrated in vacuo to give the title compound as a tan solid (4.1 g, 100%). LCMS (method B) RT=3.63 min, [M+CH3CN+H]+=338/340, [M−H]−=2... The reactants are C(C)(C)(C)OC(C1=C(C(=C(C=C1)F)C=O)Br)=O (2-bromo-4-fluoro-3-formyl-benzoic acid tert-butyl ester), O.NN (hydrazine hydrate). Starting materials: ClC=1C=CC2=C(N=C(O2)C=2C=CC(=C(N)C2)NC2CCOCC2)C1 (5-chloro-2-(2-(tetrahydropyran-4-yl)aminoanilin-5-yl)benzoxazole), C(C)(=O)NC=1C=C(C(=O)O)C=CC1 (3-acetamidobenzoic acid), CCN=C=NCCCN(C)C (WSC), C(O)([O-])=O.[Na+] (sodium hydrogen carbonate), C(O)([O-])=O.[Na+] (sodium hydrogen carbonate). The reagents and catalysts are CS(=O)(=O)O (methanesulfonic acid). The solvent is CN(C=O)C (dimethylformamide). Reaction conditions: time 23 hour. Yields the product C(C)(=O)NC=1C=C(C=CC1)C1=NC2=C(N1C1CCOCC1)C=CC(=C2)C=2OC1=C(N2)C=C(C=C1)Cl (2-(3-acetylaminophenyl)-5-(5-chlorobenzoxazol-2-yl)-1-(tetrahydropyran-4-yl)benzimidazole). Yield: 14.3%. As a reaction SMILES: [Cl:1][C:2]1[CH:3]=[CH:4][C:5]2[O:9][C:8]([C:10]3[CH:11]=[CH:12][C:13]([NH:17][CH:18]4[CH2:23][CH2:22][O:21][CH2:20][CH2:19]4)=[C:14]([CH:16]=3)[NH2:15])=[N:7][C:6]=2[CH:24]=1.[C:25]([NH:28][C:29]1[CH:30]=[C:31]([CH:35]=[CH:36][CH:37]=1)[C:32](O)=O)(=[O:27])[CH3:26].CCN=C=NCCCN(C)C.C(=O)([O-])O.[Na+]>CN(C)C=O.CS(O)(=O)=O>[C:25]([NH:28][C:29]1[CH:30]=[C:31]([C:32]2[N:17]([CH:18]3[CH2:19][CH2:20][O:21][CH2:22][CH2:23]3)[C:13]3[CH:12]=[CH:11][C:10]([C:8]4[O:9][C:5]5[CH:4]=[CH:3][C:2]([Cl:1])=[CH:24][C:6]=5[N:7]=4)=[CH:16][C:14]=3[N:15]=2)[CH:35]=[CH:36][CH:37]=1)(=[O:27])[CH3:26] |f:3.4|. Procedure details: To a solution of 5-chloro-2-(2-(tetrahydropyran-4-yl)aminoanilin-5-yl)benzoxazole (see Working Example 100-2) (250 mg, 0.727 mmol) in dimethylformamide (5 mL) was added 3-acetamidobenzoic acid (130 mg, 0.727 mmol) and WSC (167 mg, 0.872 mmol), and this was stirred at room temperature for 23 hours. Saturated aqueous sodium hydrogen carbonate solution was added, the precipitated crystals were filtered, washed with water and then dried. To a solution of the residue obtained in dioxane (5 mL) was ad... Starting materials: C1=CC=C(C=C1)S(=O)(=O)N(F)S(=O)(=O)C2=CC=CC=C2 (N-fluorobenzenesulfonimide), O (water), BrC1=C(C=C2CCC(C2=C1)(C)C)OC (6-bromo-5-methoxy-1,1-dimethyl-indan), C(CCC)[Li] (n-butyllithium). The solvent is C1CCOC1 (THF), C1CCOC1 (THF). Run at temperature -78 celsius, time 0.5 hour. Product: ethyl acetate heptanes, FC1=C(C=C2CCC(C2=C1)(C)C)OC (6-Fluoro-5-methoxy-1,1-dimethyl-indan). Yield: 66.7%. RXN SMILES: Br[C:2]1[CH:10]=[C:9]2[C:5]([CH2:6][CH2:7][C:8]2([CH3:12])[CH3:11])=[CH:4][C:3]=1[O:13][CH3:14].C([Li])CCC.C1C=CC(S(N(S(C2C=CC=CC=2)(=O)=O)[F:30])(=O)=O)=CC=1.O>C1COCC1>[F:30][C:2]1[CH:10]=[C:9]2[C:5]([CH2:6][CH2:7][C:8]2([CH3:12])[CH3:11])=[CH:4][C:3]=1[O:13][CH3:14]. Procedure: To a solution of 6-bromo-5-methoxy-1,1-dimethyl-indan (2.77 g, 10.8 mmol) (see Example 5) in THF (40 mL) at −78° C. was slowly added n-butyllithium (5.56 ml, 2.5M). The resulting solution was stirred at −78° C. for 0.5 h and a solution of N-fluorobenzenesulfonimide (4.11 g, 13.0 mmol) in THF (40 mL) was added. After an additional 2 h at −78° C., the reaction was warmed to room temperature, poured into water (50 mL), and extracted with ethyl acetate (2×80 mL). The combined organic layers were was...